From a dataset of the Open Reaction Database (ORD), a public repository of structured organic reaction records. describe an organic reaction: reactants, conditions, products, and yield Starting materials: BrB(Br)Br, ClCCl, COc1ccc(Sc2ncc(Cl)cn2)cc1. Yields the product Oc1ccc(Sc2ncc(Cl)cn2)cc1. Reaction SMILES: [B:17]([Br:18])([Br:19])[Br:20].[CH2:21]([Cl:22])[Cl:23].[Cl:1][c:2]1[cH:3][n:4][c:5]([S:8][c:9]2[cH:10][cH:11][c:12]([O:15][CH3:16])[cH:13][cH:14]2)[n:6][cH:7]1>>[Cl:1][c:2]1[cH:3][n:4][c:5]([S:8][c:9]2[cH:10][cH:11][c:12]([OH:15])[cH:13][cH:14]2)[n:6][cH:7]1. Reactants: CO, Cc1ccccc1, O=C1NCC2(CCNCC2)O1, c1ccc2c(OCC3CO3)cccc2c1. Product: O=C1NCC2(CCN(CC(O)COc3cccc4ccccc34)CC2)O1. RXN SMILES: [CH3:27][OH:28].[CH3:29][c:30]1[cH:31][cH:32][cH:33][cH:34][cH:35]1.[O:1]1[C:2](=[O:11])[NH:3][CH2:4][C:5]12[CH2:6][CH2:7][NH:8][CH2:9][CH2:10]2.[c:12]1([O:22][CH2:23][CH:24]2[CH2:25][O:26]2)[cH:13][cH:14][cH:15][c:16]2[cH:17][cH:18][cH:19][cH:20][c:21]12>>[O:1]1[C:2](=[O:11])[NH:3][CH2:4][C:5]12[CH2:6][CH2:7][N:8]([CH2:25][CH:24]([CH2:23][O:22][c:12]1[cH:13][cH:14][cH:15][c:16]3[cH:17][cH:18][cH:19][cH:20][c:21]13)[OH:26])[CH2:9][CH2:10]2. Reported procedure: A mixture of 4-[5-chloro-2-(2-fluoro-4-methanesulfonyl-phenyl)-pyridin-4-ylethynyl]-piperidine-1-carboxylic acid tert-butyl ester (208 mg), potassium hydroxide (70 mg), Pd2(dibenzylidenactone)3*CHCl3 complex (10 mg), and 2-di-tert-butylphosphino-2,4,6-triisopropylbiphenyl (14 mg) in a mixture of 1,4-dioxane (4 mL) and water (2 mL) is heated under an argon atmosphere in an oil bath at 110° C. for 1 h. The reaction mixture is mixed with water and extracted with ethyl acetate. The combined extracts... Run in O1CCOCC1 (1,4-dioxane), O (water), O (water). RXN SMILES: [C:1]([O:5][C:6]([N:8]1[CH2:13][CH2:12][CH:11]([C:14]#[C:15][C:16]2[C:21](Cl)=[CH:20][N:19]=[C:18]([C:23]3[CH:28]=[CH:27][C:26]([S:29]([CH3:32])(=[O:31])=[O:30])=[CH:25][C:24]=3[F:33])[CH:17]=2)[CH2:10][CH2:9]1)=[O:7])([CH3:4])([CH3:3])[CH3:2].[OH-:34].[K+].C(P(C(C)(C)C)C1(C(C)C)CC(C(C)C)=CC(C(C)C)=C1C1C=CC=CC=1)(C)(C)C>O1CCOCC1.O>[C:1]([O:5][C:6]([N:8]1[CH2:13][CH2:12][CH:11]([C:14]2[O:34][C:21]3=[CH:20][N:19]=[C:18]([C:23]4[CH:28]=[CH:27][C:26]([S:29]([CH3:32])(=[O:31])=[O:30])=[CH:25][C:24]=4[F:33])[CH:17]=[C:16]3[CH:15]=2)[CH2:10][CH2:9]1)=[O:7])([CH3:4])([CH3:3])[CH3:2] |f:1.2|. Conditions: temperature 110 celsius. Reactants: C(C)(C)(C)OC(=O)N1CCC(CC1)C#CC1=CC(=NC=C1Cl)C1=C(C=C(C=C1)S(=O)(=O)C)F (4-[5-chloro-2-(2-fluoro-4-methanesulfonyl-phenyl)-pyridin-4-ylethynyl]-piperidine-1-carboxylic acid tert-butyl ester), [OH-].[K+] (potassium hydroxide), C(C)(C)(C)P(C1(C(=C(C=C(C1)C(C)C)C(C)C)C1=CC=CC=C1)C(C)C)C(C)(C)C (2-di-tert-butylphosphino-2,4,6-triisopropylbiphenyl). Product: C(C)(C)(C)OC(=O)N1CCC(CC1)C1=CC=2C(=CN=C(C2)C2=C(C=C(C=C2)S(=O)(=O)C)F)O1 (4-[5-(2-Fluoro-4-methanesulfonyl-phenyl)-furo[2,3-c]pyridin-2-yl]-piperidine-1-carboxylic acid tert-butyl ester). Starting materials: CC1=CC=C(OC(C(=O)O)C)C=C1 (2-(4-methylphenoxy)propanoic acid), NNC(=S)N (thiosemicarbazide), P(=O)(Cl)(Cl)Cl (phosphorous oxychloride). Solvent: O1CCOCC1 (dioxane). Reaction conditions: temperature 90 celsius. Product: CC1=CC=C(OC(C)C2=NN=C(S2)N)C=C1 (5-[1-(4-methylphenoxy)ethyl]-2-amino-1,3,4-thiadiazole). Reaction SMILES: [CH3:1][C:2]1[CH:13]=[CH:12][C:5]([O:6][CH:7]([CH3:11])[C:8](O)=O)=[CH:4][CH:3]=1.[NH2:14][NH:15][C:16]([NH2:18])=[S:17].P(Cl)(Cl)(Cl)=O>O1CCOCC1>[CH3:1][C:2]1[CH:13]=[CH:12][C:5]([O:6][CH:7]([C:8]2[S:17][C:16]([NH2:18])=[N:15][N:14]=2)[CH3:11])=[CH:4][CH:3]=1. Procedure: A 100 milliliter flask adapted with a paddle stirrer, thermometer, addition funnel, condenser and drying tube was charged with 7.2 grams (0.040 mole) of 2-(4-methylphenoxy)propanoic acid, 3.6 grams (0.040 mole) of thiosemicarbazide and 30 milliliters of dioxane, and heated to 90° C. the addition funnel was charged with phosphorous oxychloride (POCl3), (6.7 grams, 0.4 mole) which was slowly added for 15 minutes while maintaining the temperature within 90°-95° C. When the addition was completed, t... The reactants are [BH4-], CO, [Na+], C(=NCCc1ccccc1)c1ccccc1OCCCN1CCOCC1. Yields the product c1ccc(CCNCc2ccccc2OCCCN2CCOCC2)cc1. Reaction SMILES: [BH4-:27].[CH3:29][OH:30].[Na+:28].[O:1]1[CH2:2][CH2:3][N:4]([CH2:7][CH2:8][CH2:9][O:10][c:11]2[c:12]([CH:17]=[N:18][CH2:19][CH2:20][c:21]3[cH:22][cH:23][cH:24][cH:25][cH:26]3)[cH:13][cH:14][cH:15][cH:16]2)[CH2:5][CH2:6]1>>[O:1]1[CH2:2][CH2:3][N:4]([CH2:7][CH2:8][CH2:9][O:10][c:11]2[c:12]([CH2:17][NH:18][CH2:19][CH2:20][c:21]3[cH:22][cH:23][cH:24][cH:25][cH:26]3)[cH:13][cH:14][cH:15][cH:16]2)[CH2:5][CH2:6]1. Reactants: C1=CC=CC=2C3=CC=CC=C3C(C12)COC(=O)N[C@@H](CNC(=O)OCC=C)C(=O)O (N-[(9H-fluoren-9-ylmethoxy)carbonyl]-3-[(2-propenyloxy)carbonyl]amino-L-alanine), C1(=CC=CC=C1)[SiH3] (phenylsilane). Reagents/catalysts: C=1C=CC(=CC1)[P](C=2C=CC=CC2)(C=3C=CC=CC3)[Pd]([P](C=4C=CC=CC4)(C=5C=CC=CC5)C=6C=CC=CC6)([P](C=7C=CC=CC7)(C=8C=CC=CC8)C=9C=CC=CC9)[P](C=1C=CC=CC1)(C=1C=CC=CC1)C=1C=CC=CC1 (tetrakis(triphenylphosphine)palladium(0)). Run in ClCCl (dichloromethane). Conditions: time 35 minute. Yields the product NC[C@H](NC(=O)OCC1C2=CC=CC=C2C=2C=CC=CC12)C(=O)O (3-amino-N-[(9H-fluoren-9-ylmethoxy)carbonyl]-L-alanine). Reaction SMILES: [CH:1]1[C:13]2[CH:12]([CH2:14][O:15][C:16]([NH:18][C@H:19]([C:28]([OH:30])=[O:29])[CH2:20][NH:21]C(OCC=C)=O)=[O:17])[C:11]3[C:6](=[CH:7][CH:8]=[CH:9][CH:10]=3)[C:5]=2[CH:4]=[CH:3][CH:2]=1.C1([SiH3])C=CC=CC=1>ClCCl.C1C=CC([P]([Pd]([P](C2C=CC=CC=2)(C2C=CC=CC=2)C2C=CC=CC=2)([P](C2C=CC=CC=2)(C2C=CC=CC=2)C2C=CC=CC=2)[P](C2C=CC=CC=2)(C2C=CC=CC=2)C2C=CC=CC=2)(C2C=CC=CC=2)C2C=CC=CC=2)=CC=1>[NH2:21][CH2:20][C@@H:19]([C:28]([OH:30])=[O:29])[NH:18][C:16]([O:15][CH2:14][CH:12]1[C:11]2[CH:10]=[CH:9][CH:8]=[CH:7][C:6]=2[C:5]2[C:13]1=[CH:1][CH:2]=[CH:3][CH:4]=2)=[O:17] |^1:44,46,65,84|. Procedure details: A mixture of N-[(9H-fluoren-9-ylmethoxy)carbonyl]-3-[(2-propenyloxy)carbonyl]amino-L-alanine resin (Example 64; 2 g), tetrakis(triphenylphosphine)palladium(0) (509 mg, 0.45 mmol), and phenylsilane (21.9 mmol) in dichloromethane (20 mL) was shaken for 35 min. The resin was washed with dichloromethane and methanol, then vortexed with dimethylformamide/water (1:1) at room temperature for 10 min, and washed again with dichloromethane and methanol to give 3-amino-N-[(9H-fluoren-9-ylmethoxy)carbonyl]-... Reactants: aqueous solution, C(N)(=O)C1CN(CCC1)CC1=CC=C(C=C1)Cl (3-Carbamoyl-1-(4-chlorobenzyl)piperidine), B.C1CCOC1 (BH3-THF), Cl (hydrochloric acid), [OH-].[Na+] (NaOH). Solvent: C1CCOC1 (THF). Conditions: temperature 70 celsius, time 15 hour. Product: NCC1CN(CCC1)CC1=CC=C(C=C1)Cl (3-(aminomethyl)-1-(4-chlorobenzyl)piperidine). Procedure: 3-Carbamoyl-1-(4-chlorobenzyl)piperidine (3.80 g, 15 mmol) was dissolved in THF (30 mL), and 1 M BH3-THF (9.4 mL) was added to the obtained solution. The resulting mixture was stirred at 70° C. for 15 hours. After cooling to 0° C., a 2 M hydrochloric acid (50 mL) was added, and the mixture was stirred at room temperature for another 3 hours, basicified with an 4 M aqueous solution of NaOH and extracted with ethyl acetate (100 mL×3). The extracts were combined, washed with brine, dried over anhyd... As a reaction SMILES: [C:1]([CH:4]1[CH2:9][CH2:8][CH2:7][N:6]([CH2:10][C:11]2[CH:16]=[CH:15][C:14]([Cl:17])=[CH:13][CH:12]=2)[CH2:5]1)(=O)[NH2:2].B.C1COCC1.Cl.[OH-].[Na+]>C1COCC1>[NH2:2][CH2:1][CH:4]1[CH2:9][CH2:8][CH2:7][N:6]([CH2:10][C:11]2[CH:12]=[CH:13][C:14]([Cl:17])=[CH:15][CH:16]=2)[CH2:5]1 |f:1.2,4.5|.